From a dataset of the Open Reaction Database (ORD), a public repository of structured organic reaction records. describe an organic reaction: reactants, conditions, products, and yield Reactants: CC(C)(C)OC(=O)NC1CCN(S(=O)(=O)c2cccc3cncc(Br)c23)C1, C[Si](C)(C)C(F)(F)F, CN(C)C=O, Cl[Cu], [F-], [K+]. Product: CC(C)(C)OC(=O)NC1CCN(S(=O)(=O)c2cccc3cncc(C(F)(F)F)c23)C1. Reaction SMILES: [C:1]([CH3:2])([CH3:3])([CH3:4])[O:5][C:6](=[O:7])[NH:8][CH:9]1[CH2:10][N:11]([S:14](=[O:15])(=[O:16])[c:17]2[c:18]3[c:19]([Br:27])[cH:20][n:21][cH:22][c:23]3[cH:24][cH:25][cH:26]2)[CH2:12][CH2:13]1.[CH3:30][Si:31]([CH3:32])([CH3:33])[C:34]([F:35])([F:36])[F:37].[CH3:38][N:39]([CH3:40])[CH:41]=[O:42].[Cl:43][Cu:44].[F-:28].[K+:29]>>[C:1]([CH3:2])([CH3:3])([CH3:4])[O:5][C:6](=[O:7])[NH:8][CH:9]1[CH2:10][N:11]([S:14](=[O:15])(=[O:16])[c:17]2[c:18]3[c:19]([C:34]([F:35])([F:36])[F:37])[cH:20][n:21][cH:22][c:23]3[cH:24][cH:25][cH:26]2)[CH2:12][CH2:13]1.